Dataset: the Open Reaction Database (ORD), a public repository of structured organic reaction records. Task: describe an organic reaction: reactants, conditions, products, and yield Starting materials: CC(C(=O)[O-])c1ccc2oc(CC(C)(C)C)nc2c1, CO, [Na+], [OH-], O. Yields the product CC(C)(C)Cc1nc2cc(CC(=O)O)ccc2o1. RXN SMILES: [CH3:1][CH:2]([C:3](=[O:4])[O-:5])[c:6]1[cH:7][cH:8][c:9]2[c:10]([n:11][c:12]([CH2:14][C:15]([CH3:16])([CH3:17])[CH3:18])[o:13]2)[cH:19]1.[CH3:22][OH:23].[Na+:21].[OH-:20].[OH2:24]>>[CH2:2]([C:3](=[O:4])[OH:5])[c:6]1[cH:7][cH:8][c:9]2[c:10]([n:11][c:12]([CH2:14][C:15]([CH3:16])([CH3:17])[CH3:18])[o:13]2)[cH:19]1.